From a dataset of the Open Reaction Database (ORD), a public repository of structured organic reaction records. describe an organic reaction: reactants, conditions, products, and yield As a reaction SMILES: [O:1]([CH:8]([C:11]1[S:15][C:14]([NH2:16])=[N:13][N:12]=1)[CH2:9][CH3:10])[C:2]1[CH:7]=[CH:6][CH:5]=[CH:4][CH:3]=1.[C:17](Cl)(Cl)=[O:18]>C(OC(=O)C)C>[O:1]([CH:8]([C:11]1[S:15][C:14]([N:16]=[C:17]=[O:18])=[N:13][N:12]=1)[CH2:9][CH3:10])[C:2]1[CH:7]=[CH:6][CH:5]=[CH:4][CH:3]=1. Run in C(C)OC(C)=O (ethylacetate). The reactants are O(C1=CC=CC=C1)C(CC)C1=NN=C(S1)N (5-(1-phenoxypropyl)-2-amino-1,3,4-thiadiazole), C(=O)(Cl)Cl (phosgene). Product: O(C1=CC=CC=C1)C(CC)C1=NN=C(S1)N=C=O (5-(1-phenoxypropyl)-1,3,4-thiadiazol-2-yl isocyanate). Procedure details: The procedure of Example Ib was followed using 8 g. of the 5-(1-phenoxypropyl)-2-amino-1,3,4-thiadiazole (prepared above) and 100 ml. of ethylacetate saturated with phosgene. Topping and removing of the phosgene resulted in a glassy, orange residue of 5-(1-phenoxypropyl)-1,3,4-thiadiazol-2-yl isocyanate dimer (10.9 grams). The reactants are Cl.CCOC(=O)C (hydrogen chloride EtOAc), C1(=NC=CC2=CC=CC=C12)N1CCN(CC1)CCCC1CCN(CC1)C(=O)OC(C)(C)C (tert-butyl 4-[3-(4-isoquinolin-1-ylpiperazin-1-yl)propyl]piperidine-1-carboxylate). Solvent: CCOC(=O)C (EtOAc). Conditions: time 8 hour. Product: Cl.Cl.N1CCC(CC1)CCCN1CCN(CC1)C1=NC=CC2=CC=CC=C12 (1-[4-(3-piperidin-4-ylpropyl)piperazin-1-yl]isoquinoline dihydrochloride). RXN SMILES: [ClH:1].CCOC(C)=O.[C:8]1([N:18]2[CH2:23][CH2:22][N:21]([CH2:24][CH2:25][CH2:26][CH:27]3[CH2:32][CH2:31][N:30](C(OC(C)(C)C)=O)[CH2:29][CH2:28]3)[CH2:20][CH2:19]2)[C:17]2[C:12](=[CH:13][CH:14]=[CH:15][CH:16]=2)[CH:11]=[CH:10][N:9]=1>CCOC(C)=O>[ClH:1].[ClH:1].[NH:30]1[CH2:31][CH2:32][CH:27]([CH2:26][CH2:25][CH2:24][N:21]2[CH2:20][CH2:19][N:18]([C:8]3[C:17]4[C:12](=[CH:13][CH:14]=[CH:15][CH:16]=4)[CH:11]=[CH:10][N:9]=3)[CH2:23][CH2:22]2)[CH2:28][CH2:29]1 |f:0.1,4.5.6|. Procedure details: 4 M hydrogen chloride/EtOAc solution (5.0 ml) was dropwise added to an EtOAc (15 ml) solution of tert-butyl 4-[3-(4-isoquinolin-1-ylpiperazin-1-yl)propyl]piperidine-1-carboxylate (1.44 g), followed by stirring overnight. The solvent was evaporated, the solid was washed with EtOAc and collected by filtration to obtain 1-[4-(3-piperidin-4-ylpropyl)piperazin-1-yl]isoquinoline dihydrochloride (1.32 g) as a white solid. Reactants: FC(OC1=C(C=O)C=CC=C1)(F)F (2-(trifluoromethoxy)benzaldehyde), NC=1C=C2[C@H]3[C@@H](N4C2=C(C1)CSCC4)CCN(C3)C(=O)OC(C)(C)C (tert-butyl (7bR,11aS)-6-amino-1,2,7b,10,11,11a-hexahydro-4H-pyrido[4,3-b][1,4]thiazepino[6,5,4-hi]indole-9(8H)-carboxylate). Yields the product FC(OC1=C(CNC=2C=C3[C@H]4[C@@H](N5C3=C(C2)CSCC5)CCNC4)C=CC=C1)(F)F ((7bR,11aS)-N-[2-(trifluoromethoxy)benzyl]-1,2,7b,8,9,10,11,11a-octahydro-4H-pyrido[4,3-b][1,4]thiazepino[6,5,4-hi]indol-6-amine). RXN SMILES: [F:1][C:2]([F:13])([F:12])[O:3][C:4]1[CH:11]=[CH:10][CH:9]=[CH:8][C:5]=1[CH:6]=O.[NH2:14][C:15]1[CH:16]=[C:17]2[C:21]3=[C:22]([CH2:24][S:25][CH2:26][CH2:27][N:20]3[C@H:19]3[CH2:28][CH2:29][N:30](C(OC(C)(C)C)=O)[CH2:31][C@@H:18]23)[CH:23]=1>>[F:1][C:2]([F:13])([F:12])[O:3][C:4]1[CH:11]=[CH:10][CH:9]=[CH:8][C:5]=1[CH2:6][NH:14][C:15]1[CH:16]=[C:17]2[C:21]3=[C:22]([CH2:24][S:25][CH2:26][CH2:27][N:20]3[C@H:19]3[CH2:28][CH2:29][NH:30][CH2:31][C@@H:18]23)[CH:23]=1. Procedure details: Using 2-(trifluoromethoxy)benzaldehyde and following the procedures described in EXAMPLE 126, tert-butyl (7bR,11aS)-6-amino-1,2,7b,10,11,11a-hexahydro-4H-pyrido[4,3-b][1,4]thiazepino[6,5,4-hi]indole-9(8H)-carboxylate from EXAMPLE 33, Part B was converted into the title compound of EXAMPLE 165. LRMS (ES)+: 436.4 (M+H)+. The reactants are CO, ClC(Cl)Cl, O=[N+]([O-])C=C(Cl)Cl, Cl, NCCCS, O. Yields the product O=[N+]([O-])C=C1NCCCS1. As a reaction SMILES: [CH3:15][OH:16].[CH:17]([Cl:18])([Cl:19])[Cl:20].[Cl:6][C:7](=[CH:8][N+:9](=[O:10])[O-:11])[Cl:12].[ClH:13].[NH2:1][CH2:2][CH2:3][CH2:4][SH:5].[OH2:14]>>[NH:1]1[CH2:2][CH2:3][CH2:4][S:5][C:7]1=[CH:8][N+:9](=[O:10])[O-:11]. The reactants are ClCC#CCCl, Cl[SiH](Cl)Cl, [Pt]. The product is ClCC=C(CCl)[Si](Cl)(Cl)Cl. Reaction SMILES: [Cl:1][CH2:2][C:3]#[C:4][CH2:5][Cl:6].[Cl:7][SiH:8]([Cl:9])[Cl:10].[Pt:11]>>[Cl:1][CH2:2][C:3](=[CH:4][CH2:5][Cl:6])[Si:8]([Cl:7])([Cl:9])[Cl:10].